From a dataset of the Open Reaction Database (ORD), a public repository of structured organic reaction records. describe an organic reaction: reactants, conditions, products, and yield Starting materials: [OH-].[Na+] (sodium hydroxide), [C@@H]1([C@H](O)[C@H](O)[C@@H](CO)O1)N1C(=S)NC(=O)C=C1 (thiouridine), CI (Methyl iodide), C(C)(=O)O (acetic acid). Run in O (H2O), C1CCOC1 (THF). Conditions: time 20 minute. Product: CSC1=NC=CC(N1)=O (2-(methylthio)pyrimidine-4(3H)-one). Yield: 67.0%. As a reaction SMILES: [OH-].[Na+].[C@@H]1([N:12]2[CH:19]=[CH:18][C:16](=[O:17])[NH:15][C:13]2=[S:14])O[C@H](CO)[C@@H](O)[C@H]1O.CI.[C:22](O)(=O)C>O.C1COCC1>[CH3:22][S:14][C:13]1[NH:15][C:16](=[O:17])[CH:18]=[CH:19][N:12]=1 |f:0.1|. Procedure: To a solution of sodium hydroxide (6.24 g, 156.07 mmol) in H2O (55 mL) at room temperature is added thiouridine (10 g, 78.03 mmol). The resulting mixture is stirred at room temperature for 20 min. Methyl iodide (5.45 mL, 87.40 mmol) in THF (10 mL) is added dropwise slowly and the mixture is stirred at room temperature for 18 hours. A white solid forms upon acidifying the mixture to pH 5 with glacial acetic acid. The mixture is allowed to stand at 0° C. (ice bath) for 2 hours and filtered to affo... Starting materials: CC1=NC=CC(=C1)C(CC(C1=C(C=CC=C1)C)C1=CC=C(C=C1)C1=CC=C(C=C1)C(=O)NCC(=O)O)=O (({4′-[3-(2-methyl-pyridin-4-yl)-3-oxo-1-o-tolyl-propyl]-biphenyl-4-carbonyl}-amino)-acetic acid), Cl.NO (hydroxylamine hydrochloride), C(=O)(O)[O-].[Na+] (NaHCO3). Yields the product ON=C(CC(C1=C(C=CC=C1)C)C1=CC=C(C=C1)C1=CC=C(C=C1)C(=O)NCC(=O)O)C1=CC(=NC=C1)C (({4′-[3-[Hydroxyimino]-3-(2-methyl-pyridin-4-yl)-1-o-tolyl-propyl]-biphenyl-4-carbonyl}-amino)-acetic acid). As a reaction SMILES: [CH3:1][C:2]1[CH:7]=[C:6]([C:8](=O)[CH2:9][CH:10]([C:18]2[CH:23]=[CH:22][C:21]([C:24]3[CH:29]=[CH:28][C:27]([C:30]([NH:32][CH2:33][C:34]([OH:36])=[O:35])=[O:31])=[CH:26][CH:25]=3)=[CH:20][CH:19]=2)[C:11]2[CH:16]=[CH:15][CH:14]=[CH:13][C:12]=2[CH3:17])[CH:5]=[CH:4][N:3]=1.Cl.[NH2:39][OH:40].C([O-])(O)=O.[Na+]>>[OH:40][N:39]=[C:8]([C:6]1[CH:5]=[CH:4][N:3]=[C:2]([CH3:1])[CH:7]=1)[CH2:9][CH:10]([C:18]1[CH:23]=[CH:22][C:21]([C:24]2[CH:29]=[CH:28][C:27]([C:30]([NH:32][CH2:33][C:34]([OH:36])=[O:35])=[O:31])=[CH:26][CH:25]=2)=[CH:20][CH:19]=1)[C:11]1[CH:16]=[CH:15][CH:14]=[CH:13][C:12]=1[CH3:17] |f:1.2,3.4|. Procedure details: In analogy to example 74, step 7, from ({4′-[3-(2-methyl-pyridin-4-yl)-3-oxo-1-o-tolyl-propyl]-biphenyl-4-carbonyl}-amino)-acetic acid and hydroxylamine hydrochloride in the presence of NaHCO3 was prepared the title compound as a mixture of E and Z isomers (3.8:1) as a white solid, MS (ESI+): m/z=508.2 ([M+H]+). The reactants are CC(C)(C)OC(=O)NCCCBr, COC(=O)c1ccc(C(C)(C)C)cc1O, [I-], [K+], CN(C)C=O. Yields the product COC(=O)c1ccc(C(C)(C)C)cc1OCCCNC(=O)OC(C)(C)C. Reaction SMILES: [C:16](=[O:17])([O:18][C:19]([CH3:20])([CH3:21])[CH3:22])[NH:23][CH2:24][CH2:25][CH2:26][Br:27].[C:1]([CH3:2])([CH3:3])([CH3:4])[c:5]1[cH:6][c:7]([OH:15])[c:8]([C:9](=[O:10])[O:11][CH3:12])[cH:13][cH:14]1.[I-:29].[K+:28].[O:30]=[CH:31][N:32]([CH3:33])[CH3:34]>>[C:1]([CH3:2])([CH3:3])([CH3:4])[c:5]1[cH:6][c:7]([O:15][CH2:26][CH2:25][CH2:24][NH:23][C:16](=[O:17])[O:18][C:19]([CH3:20])([CH3:21])[CH3:22])[c:8]([C:9](=[O:10])[O:11][CH3:12])[cH:13][cH:14]1. Starting materials: CO, COC(=O)c1cncn1C(c1ccccc1)c1ccccc1, NNC(=O)c1cnc(C(c2ccccc2)c2ccccc2)[nH]1, NN, O. The product is NNC(=O)c1cncn1C(c1ccccc1)c1ccccc1. Reaction SMILES: [CH3:48][OH:49].[CH:1]([c:2]1[cH:3][cH:4][cH:5][cH:6][cH:7]1)([c:8]1[cH:9][cH:10][cH:11][cH:12][cH:13]1)[n:14]1[cH:15][n:16][cH:17][c:18]1[C:19](=[O:20])[O:21][CH3:22].[CH:26]([c:27]1[nH:28][c:29]([C:30](=[O:31])[NH:46][NH2:47])[cH:32][n:33]1)([c:34]1[cH:35][cH:36][cH:37][cH:38][cH:39]1)[c:40]1[cH:41][cH:42][cH:43][cH:44][cH:45]1.[NH2:24][NH2:25].[OH2:23]>>[CH:1]([c:2]1[cH:3][cH:4][cH:5][cH:6][cH:7]1)([c:8]1[cH:9][cH:10][cH:11][cH:12][cH:13]1)[n:14]1[cH:15][n:16][cH:17][c:18]1[C:19](=[O:20])[NH:46][NH2:47]. The reactants are CN, CNCC(=O)NC(CCC(N)=O)C(=O)O. Yields the product NC(=O)CCC(N)C(=O)O. Reaction SMILES: [CH3:16][NH2:17].[NH:1]([CH2:2][C:3](=[O:4])[NH:6][CH:7]([CH2:8][CH2:9][C:10]([NH2:11])=[O:12])[C:13](=[O:14])[OH:15])[CH3:5]>>[NH2:6][CH:7]([CH2:8][CH2:9][C:10]([NH2:11])=[O:12])[C:13](=[O:14])[OH:15]. The reactants are O (Water), C(C1=CC=CC=C1)Br (Benzyl bromide), C(C)(C)(C)OC(=O)N[C@H](C(=O)O)[C@@H](C1=CC=C(C=C1)OC)O ((2S,3R)-2-(tert-butoxycarbonylamino)-3-hydroxy-3-(4-methoxyphenyl)propanoic acid), C(=O)([O-])[O-].[Cs+].[Cs+] (Cs2CO3). The solvent is CN(C)C=O (DMF). Run at time 1 hour. Yields the product C(C)(C)(C)OC(=O)N[C@H](C(=O)OCC1=CC=CC=C1)[C@@H](C1=CC=C(C=C1)OC)O ((2S,3R)-benzyl 2-((tert-butoxycarbonyl)amino)-3-hydroxy-3-(4-methoxyphenyl)propanoate). The yield is 71.4%. RXN SMILES: [CH2:1](Br)[C:2]1[CH:7]=[CH:6][CH:5]=[CH:4][CH:3]=1.[C:9]([O:13][C:14]([NH:16][C@@H:17]([C@H:21]([OH:30])[C:22]1[CH:27]=[CH:26][C:25]([O:28][CH3:29])=[CH:24][CH:23]=1)[C:18]([OH:20])=[O:19])=[O:15])([CH3:12])([CH3:11])[CH3:10].C([O-])([O-])=O.[Cs+].[Cs+].O>CN(C=O)C>[C:9]([O:13][C:14]([NH:16][C@@H:17]([C@H:21]([OH:30])[C:22]1[CH:27]=[CH:26][C:25]([O:28][CH3:29])=[CH:24][CH:23]=1)[C:18]([O:20][CH2:1][C:2]1[CH:7]=[CH:6][CH:5]=[CH:4][CH:3]=1)=[O:19])=[O:15])([CH3:12])([CH3:11])[CH3:10] |f:2.3.4|. Procedure details: Benzyl bromide (4.40 g, 25.7 mmol) was added dropwise to a mixture of (2S,3R)-2-(tert-butoxycarbonylamino)-3-hydroxy-3-(4-methoxyphenyl)propanoic acid (4.00 g, 12.9 mmol) and Cs2CO3 (4.20 g, 12.9 mmol) in DMF (80 mL) at 0° C. The reaction mixture was allowed to warm to ambient temperature and stirred for 1 h. Water (80 mL) was added and the resulting mixture was extracted with EtOAc (100 mL×2). The combined extracts were washed with water (100 mL) and brine (100 mL), dried over anhydrous sodium ... The reactants are C(C)O (ethanol), C(C)(=O)O (acetic acid), [Br-].[Br-].[Br-].[NH+]1=CC=CC=C1.[NH+]1=CC=CC=C1.[NH+]1=CC=CC=C1 (pyridinium tribromide), C(C)(=O)O (acetic acid), FC1=C(C#N)C=C(C=C1)C1=C2C=CNC2=CC=C1 (2-fluoro-5-(1H-indol-4-yl)-benzonitrile). Reagents/catalysts: [Zn] (Zinc). Solvent: CC(C)(C)O (t-BuOH). Run at time 3 hour. The product is FC1=C(C#N)C=C(C=C1)C1=C2CC(NC2=CC=C1)=O (2-fluoro-5-(2-oxo-2,3-dihydro-1H-indol-4-yl)-benzonitrile). Yield: 68.0%. As a reaction SMILES: [F:1][C:2]1[CH:9]=[CH:8][C:7]([C:10]2[CH:18]=[CH:17][CH:16]=[C:15]3[C:11]=2[CH:12]=[CH:13][NH:14]3)=[CH:6][C:3]=1[C:4]#[N:5].C([OH:21])C.C(O)(=O)C.[Br-].[Br-].[Br-].[NH+]1C=CC=CC=1.[NH+]1C=CC=CC=1.[NH+]1C=CC=CC=1>CC(O)(C)C.[Zn]>[F:1][C:2]1[CH:9]=[CH:8][C:7]([C:10]2[CH:18]=[CH:17][CH:16]=[C:15]3[C:11]=2[CH2:12][C:13](=[O:21])[NH:14]3)=[CH:6][C:3]=1[C:4]#[N:5] |f:3.4.5.6.7.8|. Reported procedure: To the suspension of 2-fluoro-5-(1H-indol-4-yl)-benzonitrile (2.68 g, 11.34 mmol) in t-BuOH: ethanol: acetic acid (72 mL: 43 mL: 23 mL) was added pyridinium tribromide (10.91 g, 34.1 mmol) portionwise. The mixture was stirred at room temperature for 3 hours, and then to the mixture was added acetic acid (55 mL). Zinc dust (4 g, 61.2 mmol) was added to the reaction mixture portionwise. After stirring for one hour, any unreacted zinc was filtered off and most of the solvent was removed under reduc... Starting materials: BrCCCCCCCCCCCCOC1OCCCC1 (2-[(12-bromododecyl}oxy]tetrahydro-2H-pyran), C1(CCCCC1)[Mg]Br (cyclohexyl magnesium bromide). Product: C1(CCCCC1)CCCCCCCCCCCCOC1OCCCC1 (2-[(12-cyclohexyldodecyl)oxy]tetrahydro-2H-pyran). RXN SMILES: Br[CH2:2][CH2:3][CH2:4][CH2:5][CH2:6][CH2:7][CH2:8][CH2:9][CH2:10][CH2:11][CH2:12][CH2:13][O:14][CH:15]1[CH2:20][CH2:19][CH2:18][CH2:17][O:16]1.[CH:21]1([Mg]Br)[CH2:26][CH2:25][CH2:24][CH2:23][CH2:22]1>>[CH:21]1([CH2:2][CH2:3][CH2:4][CH2:5][CH2:6][CH2:7][CH2:8][CH2:9][CH2:10][CH2:11][CH2:12][CH2:13][O:14][CH:15]2[CH2:20][CH2:19][CH2:18][CH2:17][O:16]2)[CH2:26][CH2:25][CH2:24][CH2:23][CH2:22]1. Reported procedure: 57.8 g (165 millimole) of 2-[(12-bromododecyl}oxy]tetrahydro-2H-pyran and 39.6 g (247 millimole) of cyclohexyl magnesium bromide were reacted by following a procedure similar to that of Working Example 16, to give crude 2-[(12-cyclohexyldodecyl)oxy]tetrahydro-2H-pyran. This crude product was dissolved in 450 ml of methanol, to which 4.5 g of Amberlist® H-15 was added, and the resulting mixture was stirred at 45° C. for 2 hours. The resin was filtrated off, and the filtrate was concentrated to dr... Reactants: solution, [H-].C(C(C)C)[Al+]CC(C)C (diisobutylaluminium hydride), ethylene ketal, O=C1C[C@@H]([C@@H](CC1)CC(=O)OCC)C1=CC=CC=C1 (ethyl (4-keto-2-phenyl-cis-cyclohexyl)acetate). Solvent: C1(=CC=CC=C1)C (toluene), C1(=CC=CC=C1)C (toluene). Reaction conditions: temperature -70 celsius, time 35 minute. The product is ethylene ketal, O=C1C[C@@H]([C@@H](CC1)CC=O)C1=CC=CC=C1 ((4-keto-2-phenyl-cis-cyclohexyl)acetaldehyde). Yield: 94.4%. RXN SMILES: [O:1]=[C:2]1[CH2:7][CH2:6][C@@H:5]([CH2:8][C:9](OCC)=[O:10])[C@@H:4]([C:14]2[CH:19]=[CH:18][CH:17]=[CH:16][CH:15]=2)[CH2:3]1.[H-].C([Al+]CC(C)C)C(C)C>C1(C)C=CC=CC=1>[O:1]=[C:2]1[CH2:7][CH2:6][C@@H:5]([CH2:8][CH:9]=[O:10])[C@@H:4]([C:14]2[CH:15]=[CH:16][CH:17]=[CH:18][CH:19]=2)[CH2:3]1 |f:1.2|. Procedure details: A stirred solution of the ethylene ketal of ethyl (4-keto-2-phenyl-cis-cyclohexyl)acetate (5.0 g.) in dry toluene (100 ml.), cooled at -70° C. under argon, was treated dropwise with a 1M solution of diisobutylaluminium hydride in toluene (18 ml.). The mixture was stirred at -70° C. for 35 minutes, quenched by addition of ethanol (5 ml.) and allowed to warm up to ambient temperature. Water (100 ml.) was then added and the subsequent mixture was extracted with ether (4×100 ml.). The combined extra... Starting materials: ClC1=NC(=NC(=C1)N1N=C(N=C1C)C)C (4-chloro-6-(3,5-dimethyl-1H-1,2,4-triazol-1-yl)-2-methylpyrimidine), I (HI). The solvent is O (water). Run at temperature 70 celsius. Yields the product CC1=NN(C(=N1)C)C1=NC(=NC(=C1)I)C (4-(3,5-dimethyl-1H-1,2,4-triazol-1-yl)-6-iodo-2-methylpyrimidine). As a reaction SMILES: Cl[C:2]1[CH:7]=[C:6]([N:8]2[C:12]([CH3:13])=[N:11][C:10]([CH3:14])=[N:9]2)[N:5]=[C:4]([CH3:15])[N:3]=1.[IH:16]>O>[CH3:14][C:10]1[N:11]=[C:12]([CH3:13])[N:8]([C:6]2[CH:7]=[C:2]([I:16])[N:3]=[C:4]([CH3:15])[N:5]=2)[N:9]=1. Procedure details: To a mixture of 4-chloro-6-(3,5-dimethyl-1H-1,2,4-triazol-1-yl)-2-methylpyrimidine (2.00 g, 8.9 mmol), KI (4.44 g, 26.8 mmol) was added 57% aq. HI solution (20 mL, 89.2 mmol). After heating at 70° C. for 5 min, water (20 mL) was added to the reaction mixture. The white solid was filtered, rinsed with water, and dried under vacuum to give Intermediate 2 as a white solid. 1H NMR (400 MHz, DMSO) δ 8.06 (s, 1H), 2.78 (s, 3H), 2.62 (s, 3H), 2.30 (s, 3H). MS: m/z=316.1 (M+H).